This data is from the Open Reaction Database (ORD), a public repository of structured organic reaction records. The task is: describe an organic reaction: reactants, conditions, products, and yield The product is C(C1=CC=CC=C1)(=S)SC(C)(C)C (Tert-butyl dithiobenzoate). Solvent: C1(=CC=CC=C1)C (toluene). Reactants: C(C1=CC=CC=C1)(=O)SC(C)(C)C (S-t-butyl thiobenzoate), COC=1C=CC(=CC1)P2(=S)SP(=S)(S2)C=3C=CC(=CC3)OC (Lawesson's reagent). Procedure: A mixture of S-t-butyl thiobenzoate (1.94 g, 0.01 mol) and Lawesson's reagent (2.43 g, 0.006 mol) in anhydrous toluene (10 mL) was refluxed for 25 hours. After cooling to room temperature, the reaction mixture was concentrated and the residue subjected to column chromatography (Kieselgel-60, 70-230 mesh, petroleum spirit/diethyl ether 19:1) The title compound was obtained as an oil, 1.37 g (65.5%). 1H-nmr (CDCl3) d (ppm): 1.69 (s, 9H, 3×CH3), 7.36 (m, 2H, meta-ArH), 7.50 (m, 1H, para-ArH) and 7.... Reaction SMILES: [C:1]([S:9][C:10]([CH3:13])([CH3:12])[CH3:11])(=O)[C:2]1[CH:7]=[CH:6][CH:5]=[CH:4][CH:3]=1.COC1C=CC(P2(SP(C3C=CC(OC)=CC=3)(=S)S2)=[S:23])=CC=1>C1(C)C=CC=CC=1>[C:1]([S:9][C:10]([CH3:13])([CH3:12])[CH3:11])(=[S:23])[C:2]1[CH:7]=[CH:6][CH:5]=[CH:4][CH:3]=1. The reactants are ClCCl (dichloromethane), C(CCCCCCCCCCCCCCC)(=O)OC(CC(=O)NCCC(=O)O)CCCCCCCCCCCCCCC (N-(3-hexadecanoyloxyoctadecanoyl)-β-alanine), C1(CCCCC1)N=C=NC1CCCCC1 (N,N'-dicyclohexylcarbodiimide), N[C@@H](CCC(=O)OCC1=CC=CC=C1)C(=O)OCC1=CC=CC=C1 (dibenzyl L-glutamate). Solvent: O1CCOCC1 (dioxane), O1CCOCC1 (dioxane). Reaction conditions: time 15 minute. Product: C(CCCCCCCCCCCCCCC)(=O)OC(CC(=O)NCCC(=O)N[C@@H](CCC(=O)OCC1=CC=CC=C1)C(=O)OCC1=CC=CC=C1)CCCCCCCCCCCCCCC (dibenzyl N-[N-(3-hexadecanoyloxyoctadecanoyl)-β-alanyl]-L-glutamate). The yield is 46.6%. Reaction SMILES: [C:1]([O:18][CH:19]([CH2:29][CH2:30][CH2:31][CH2:32][CH2:33][CH2:34][CH2:35][CH2:36][CH2:37][CH2:38][CH2:39][CH2:40][CH2:41][CH2:42][CH3:43])[CH2:20][C:21]([NH:23][CH2:24][CH2:25][C:26]([OH:28])=O)=[O:22])(=[O:17])[CH2:2][CH2:3][CH2:4][CH2:5][CH2:6][CH2:7][CH2:8][CH2:9][CH2:10][CH2:11][CH2:12][CH2:13][CH2:14][CH2:15][CH3:16].C1(N=C=NC2CCCCC2)CCCCC1.ClCCl.[NH2:62][C@H:63]([C:76]([O:78][CH2:79][C:80]1[CH:85]=[CH:84][CH:83]=[CH:82][CH:81]=1)=[O:77])[CH2:64][CH2:65][C:66]([O:68][CH2:69][C:70]1[CH:75]=[CH:74][CH:73]=[CH:72][CH:71]=1)=[O:67]>O1CCOCC1>[C:1]([O:18][CH:19]([CH2:29][CH2:30][CH2:31][CH2:32][CH2:33][CH2:34][CH2:35][CH2:36][CH2:37][CH2:38][CH2:39][CH2:40][CH2:41][CH2:42][CH3:43])[CH2:20][C:21]([NH:23][CH2:24][CH2:25][C:26]([NH:62][C@H:63]([C:76]([O:78][CH2:79][C:80]1[CH:81]=[CH:82][CH:83]=[CH:84][CH:85]=1)=[O:77])[CH2:64][CH2:65][C:66]([O:68][CH2:69][C:70]1[CH:75]=[CH:74][CH:73]=[CH:72][CH:71]=1)=[O:67])=[O:28])=[O:22])(=[O:17])[CH2:2][CH2:3][CH2:4][CH2:5][CH2:6][CH2:7][CH2:8][CH2:9][CH2:10][CH2:11][CH2:12][CH2:13][CH2:14][CH2:15][CH3:16]. Reported procedure: N-(3-hexadecanoyloxyoctadecanoyl)-β-alanine (1.47 g) prepared by the method of Preparation B-5 and N,N'-dicyclohexylcarbodiimide (412 mg) were added to a mixed solution of dichloromethane (20 ml) and dioxane (20 ml). The resulting mixture was stirred for 15 minutes. Then, a solution of dibenzyl L-glutamate (650 mg) in dioxane (10 ml) was added thereto over a period of 30 minutes. The mixture was stirred for 2 hours at room temperature and allowed to stand overnight. The precipitated N,N'-dicyclo... Reactants: CCN=C=NCCCN(C)C, ClCCl, Cl, CCOc1cc(N)c(Cl)cc1C(=O)O, CC1CN(Cc2ccccc2Cl)CC(CN)O1. Product: CCOc1cc(N)c(Cl)cc1C(=O)NCC1CN(Cc2ccccc2Cl)CC(C)O1. RXN SMILES: [CH2:33]([N:34]=[C:35]=[N:36][CH2:37][CH2:38][CH2:39][N:40]([CH3:41])[CH3:42])[CH3:43].[Cl:44][CH2:45][Cl:46].[ClH:32].[NH2:18][c:19]1[cH:20][c:21]([O:29][CH2:30][CH3:31])[c:22]([C:23](=[O:24])[OH:25])[cH:26][c:27]1[Cl:28].[NH2:1][CH2:2][CH:3]1[O:4][CH:5]([CH3:17])[CH2:6][N:7]([CH2:9][c:10]2[c:11]([Cl:16])[cH:12][cH:13][cH:14][cH:15]2)[CH2:8]1>>[NH:1]([CH2:2][CH:3]1[O:4][CH:5]([CH3:17])[CH2:6][N:7]([CH2:9][c:10]2[c:11]([Cl:16])[cH:12][cH:13][cH:14][cH:15]2)[CH2:8]1)[C:23]([c:22]1[c:21]([O:29][CH2:30][CH3:31])[cH:20][c:19]([NH2:18])[c:27]([Cl:28])[cH:26]1)=[O:24]. Starting materials: CCO, CO, CCO[Si](CCCN)(OCC)OCC, COC(=O)NN. The product is CCO[Si](CCCNC(=O)NN)(OCC)OCC. As a reaction SMILES: [CH2:21]([OH:22])[CH3:23].[CH3:24][OH:25].[NH2:1][CH2:2][CH2:3][CH2:4][Si:5]([O:6][CH2:7][CH3:8])([O:9][CH2:10][CH3:11])[O:12][CH2:13][CH3:14].[NH:15]([NH2:16])[C:17](=[O:18])[O:19][CH3:20]>>[NH:1]([CH2:2][CH2:3][CH2:4][Si:5]([O:6][CH2:7][CH3:8])([O:9][CH2:10][CH3:11])[O:12][CH2:13][CH3:14])[C:17]([NH:15][NH2:16])=[O:18]. Reactants: BrC(Br)(Br)Br, C1CCOC1, CCC(O)c1cc(C)no1, c1ccc(P(c2ccccc2)c2ccccc2)cc1. The product is CCC(Br)c1cc(C)no1. Reaction SMILES: [Br:11][C:12]([Br:13])([Br:14])[Br:15].[CH2:35]1[O:36][CH2:37][CH2:38][CH2:39]1.[CH3:1][c:2]1[n:3][o:4][c:5]([CH:7]([CH2:8][CH3:9])[OH:10])[cH:6]1.[c:16]1([P:17]([c:18]2[cH:19][cH:20][cH:21][cH:22][cH:23]2)[c:24]2[cH:25][cH:26][cH:27][cH:28][cH:29]2)[cH:30][cH:31][cH:32][cH:33][cH:34]1>>[CH3:1][c:2]1[n:3][o:4][c:5]([CH:7]([CH2:8][CH3:9])[Br:11])[cH:6]1. Reactants: BrC1=CC=C(C2=NN(N=C21)C2=CC=NC=C2)Br (4,7-dibromo-2-(pyridin-4-yl)-2H-benzo[d][1,2,3]triazole), S1C(=CC=C1[Sn](CCCC)(CCCC)CCCC)C=1SC=CC1 ([2,2′-bithiophen]-5-yltributylstannane). Reagents/catalysts: Cl[Pd]([P](C1=CC=CC=C1)(C2=CC=CC=C2)C3=CC=CC=C3)([P](C4=CC=CC=C4)(C5=CC=CC=C5)C6=CC=CC=C6)Cl (bis(triphenylphosphine)palladium(II) dichloride). Solvent: CN(C=O)C (dimethylformamide). Reaction conditions: temperature 90 celsius, time 2 hour. Yields the product S1C(=CC=C1C1=CC=C(C2=NN(N=C21)C2=CC=NC=C2)C2=CC=C(S2)C=2SC=CC2)C=2SC=CC2 (4,7-di([2,2′-bithiophen]-5-yl)-2-(pyridin-4-yl)-2H-benzo[d][1,2,3]triazole). RXN SMILES: Br[C:2]1[C:10]2[C:6](=[N:7][N:8]([C:11]3[CH:16]=[CH:15][N:14]=[CH:13][CH:12]=3)[N:9]=2)[C:5](Br)=[CH:4][CH:3]=1.[S:18]1[C:22]([Sn](CCCC)(CCCC)CCCC)=[CH:21][CH:20]=[C:19]1[C:36]1[S:37][CH:38]=[CH:39][CH:40]=1>Cl[Pd](Cl)([P](C1C=CC=CC=1)(C1C=CC=CC=1)C1C=CC=CC=1)[P](C1C=CC=CC=1)(C1C=CC=CC=1)C1C=CC=CC=1.CN(C)C=O>[S:37]1[C:38]([C:2]2[C:10]3[C:6](=[N:7][N:8]([C:11]4[CH:16]=[CH:15][N:14]=[CH:13][CH:12]=4)[N:9]=3)[C:5]([C:22]3[S:18][C:19]([C:36]4[S:37][CH:38]=[CH:39][CH:40]=4)=[CH:20][CH:21]=3)=[CH:4][CH:3]=2)=[CH:39][CH:40]=[C:36]1[C:19]1[S:18][CH:22]=[CH:21][CH:20]=1 |^1:43,62|. Reported procedure: A mixture of Intermediate A (704 mg, 2.0 mmol), 50% [2,2′-bithiophen]-5-yltributylstannane (2.50 g, 5.5 mmol), bis(triphenylphosphine)palladium(II) dichloride (200 mg, 0.28 mmol), and anhydrous dimethylformamide (20 mL) was stirred under argon and heated at 90° C. for 1 hour. TLC indicated no starting material left. Heating at 90° C. was continued for an additional 2 hours. The volatiles were removed under reduced pressure, and the crude product was purified by column chromatography using silica...